This data is from the Open Reaction Database (ORD), a public repository of structured organic reaction records. The task is: describe an organic reaction: reactants, conditions, products, and yield The reactants are COC=1C=C2C(=CC=NC2=CC1OC)OC1=CC=C(N)C=C1 (4-[(6,7-Dimethoxy-4-quinolyl)oxy]aniline), ClC(Cl)(OC(OC(Cl)(Cl)Cl)=O)Cl (triphosgene), C([O-])(O)=O.[Na+] (sodium bicarbonate), ClC1=CC=C(C=C1)CO ((4-chlorophenyl)methanol). Run in C(C)N(CC)CC (triethylamine), C1(=CC=CC=C1)C (toluene), C(Cl)Cl (methylene chloride). Yields the product COC=1C=C2C(=CC=NC2=CC1OC)OC1=CC=C(C=C1)NC(OCC1=CC=C(C=C1)Cl)=O (4-Chlorobenzyl N-{4-[(6,7-dimethoxy-4-quinolyl)oxy]phenyl}carbamate). The yield is 93.7%. As a reaction SMILES: [CH3:1][O:2][C:3]1[CH:4]=[C:5]2[C:10](=[CH:11][C:12]=1[O:13][CH3:14])[N:9]=[CH:8][CH:7]=[C:6]2[O:15][C:16]1[CH:22]=[CH:21][C:19]([NH2:20])=[CH:18][CH:17]=1.ClC(Cl)(O[C:27](=[O:33])[O:28][C:29](Cl)(Cl)Cl)Cl.[Cl:35][C:36]1[CH:41]=[CH:40][C:39](CO)=[CH:38][CH:37]=1.C(=O)(O)[O-].[Na+]>C(Cl)Cl.C(N(CC)CC)C.C1(C)C=CC=CC=1>[CH3:1][O:2][C:3]1[CH:4]=[C:5]2[C:10](=[CH:11][C:12]=1[O:13][CH3:14])[N:9]=[CH:8][CH:7]=[C:6]2[O:15][C:16]1[CH:22]=[CH:21][C:19]([NH:20][C:27](=[O:33])[O:28][CH2:29][C:39]2[CH:40]=[CH:41][C:36]([Cl:35])=[CH:37][CH:38]=2)=[CH:18][CH:17]=1 |f:3.4|. Procedure details: 4-[(6,7-Dimethoxy-4-quinolyl)oxy]aniline (100 mg) was added to toluene (10 ml) and triethylamine (1 ml), and the mixture was heated under reflux to prepare a solution. A solution of triphosgene (151 mg) in methylene chloride was then added thereto, and the mixture was heated under reflux for 10 min. Next, (4-chlorophenyl)methanol (73 mg) was added thereto, and the mixture was further stirred with heating under reflux for 3 hr. A saturated aqueous sodium bicarbonate solution was added to stop the... Reactants: CC1(C(C1C=C(C1=CC=C(C=C1)Cl)Br)C(=O)O)C (2,2-dimethyl-3-(2-bromo-2-(4-chloro-phenyl)-vinyl)-cyclopropanecarboxylic acid), S(=O)(Cl)Cl (thionyl chloride). The solvent is C(Cl)(Cl)(Cl)Cl (carbon tetrachloride). The product is CC1(C(C1C=C(C1=CC=C(C=C1)Cl)Br)C(=O)Cl)C (2,2-dimethyl-3-(2-bromo-2-(4-chloro-phenyl)-vinyl)-cyclopropanecarboxylic acid chloride). The yield is 48.4%. Reaction SMILES: [CH3:1][C:2]1([CH3:18])[CH:4]([CH:5]=[C:6]([Br:14])[C:7]2[CH:12]=[CH:11][C:10]([Cl:13])=[CH:9][CH:8]=2)[CH:3]1[C:15](O)=[O:16].S(Cl)([Cl:21])=O>C(Cl)(Cl)(Cl)Cl>[CH3:1][C:2]1([CH3:18])[CH:4]([CH:5]=[C:6]([Br:14])[C:7]2[CH:12]=[CH:11][C:10]([Cl:13])=[CH:9][CH:8]=2)[CH:3]1[C:15]([Cl:21])=[O:16]. Reported procedure: 59 g (0.2 mol) of 2,2-dimethyl-3-(2-bromo-2-(4-chloro-phenyl)-vinyl)-cyclopropanecarboxylic acid were dissolved in 500 ml of carbon tetrachloride, and 119 g of thionyl chloride were slowly added dropwise at 25° C., while stirring. The mixture was then heated to the reflux temperature for 4 hours. When the reaction period had ended, excess thionyl chloride and carbon tetrachloride were distilled off under a waterpump vacuum. The oil which remained was distilled. 33.7 g (53.8% of theory) of 2,2-di... The reactants are C(C1=CC=CC=C1)OC(=O)N[C@H](C(=O)[O-])CN (2-(S)-(benzyloxycarbonyl)amino-3-aminopropionate), O (water), CC(C)=C (isobutylene). Run in O1CCOCC1 (dioxane), S(O)(O)(=O)=O (sulfuric acid). Run at time 24 hour. Yields the product C(C1=CC=CC=C1)OC(=O)NC(C(=O)OC(C)(C)C)CN (t-Butyl 2-(benzyloxycarbonyl)amino-3-aminopropionate). RXN SMILES: [CH2:1]([O:8][C:9]([NH:11][C@@H:12]([CH2:16][NH2:17])[C:13]([O-:15])=[O:14])=[O:10])[C:2]1[CH:7]=[CH:6][CH:5]=[CH:4][CH:3]=1.[CH3:18][C:19](=[CH2:21])[CH3:20].O>O1CCOCC1.S(=O)(=O)(O)O>[CH2:1]([O:8][C:9]([NH:11][CH:12]([CH2:16][NH2:17])[C:13]([O:15][C:19]([CH3:21])([CH3:20])[CH3:18])=[O:14])=[O:10])[C:2]1[CH:3]=[CH:4][CH:5]=[CH:6][CH:7]=1. Procedure details: A solution of 2-(S)-(benzyloxycarbonyl)amino-3-aminopropionate (Fluka) (5.25 g, 22 mmol) in dioxane (75 mL) and conc. sulfuric acid (9 mL) was cooled to 0° C. and treated with 100 mL isobutylene in a Fisher Porter high pressure apparatus. The reaction was allowed to warm to room temperature and was stirred for 24 h. The reaction was vented, then poured into water (200 mL) to give an acidic solution that was extracted with ether (2×50 mL). The aqueous layer was carefully basified with conc. NaOH ...